This data is from the Open Reaction Database (ORD), a public repository of structured organic reaction records. The task is: describe an organic reaction: reactants, conditions, products, and yield Starting materials: CO, O=C1CC2(CCN(C(=O)OCc3ccccc3)CC2)c2ccccc2N1. Yields the product O=C1CC2(CCNCC2)c2ccccc2N1. As a reaction SMILES: [CH3:27][OH:28].[O:1]=[C:2]1[NH:3][c:4]2[cH:5][cH:6][cH:7][cH:8][c:9]2[C:10]2([CH2:11][CH2:12][N:13]([C:16]([O:17][CH2:18][c:19]3[cH:20][cH:21][cH:22][cH:23][cH:24]3)=[O:25])[CH2:14][CH2:15]2)[CH2:26]1>>[O:1]=[C:2]1[NH:3][c:4]2[cH:5][cH:6][cH:7][cH:8][c:9]2[C:10]2([CH2:11][CH2:12][NH:13][CH2:14][CH2:15]2)[CH2:26]1. The product is O=C(O)C(=O)O, O=C1NC(C(=O)Nc2ccc(-c3sc4ccccc4c3Cc3ccc(OCCN4CCCC4)cc3)cc2)CS1. The reactants are O=C([O-])C(=O)[O-], CO, ClC(Cl)Cl, Cl, Cl, O=C(Nc1ccc(-c2sc3ccccc3c2Cc2ccc(OCCN3CCCC3)cc2)cc1)c1c[nH]cn1, [NH4+], O=C1NC(C(=O)O)CS1, [OH-]. RXN SMILES: [C:52]([C:53](=[O:54])[O-:55])(=[O:56])[O-:57].[CH3:62][OH:63].[Cl:58][CH:59]([Cl:60])[Cl:61].[ClH:1].[ClH:2].[N:3]1([CH2:8][CH2:9][O:10][c:11]2[cH:12][cH:13][c:14]([CH2:15][c:16]3[c:17]4[c:18]([s:19][c:20]3-[c:21]3[cH:22][cH:23][c:24]([NH:27][C:28]([c:29]5[n:30][cH:31][nH:32][cH:33]5)=[O:34])[cH:25][cH:26]3)[cH:35][cH:36][cH:37][cH:38]4)[cH:39][cH:40]2)[CH2:4][CH2:5][CH2:6][CH2:7]1.[NH4+:51].[O:41]=[C:42]1[S:43][CH2:44][CH:45]([C:47](=[O:48])[OH:49])[NH:46]1.[OH-:50]>>[C:52]([C:53](=[O:54])[OH:55])(=[O:56])[OH:57].[N:3]1([CH2:8][CH2:9][O:10][c:11]2[cH:12][cH:13][c:14]([CH2:15][c:16]3[c:17]4[c:18]([s:19][c:20]3-[c:21]3[cH:22][cH:23][c:24]([NH:27][C:47]([CH:45]5[CH2:44][S:43][C:42](=[O:41])[NH:46]5)=[O:49])[cH:25][cH:26]3)[cH:35][cH:36][cH:37][cH:38]4)[cH:39][cH:40]2)[CH2:4][CH2:5][CH2:6][CH2:7]1. Starting materials: O=O (oxygen), C1CCC[C@@H]2CCCC[C@H]12 (cis-decalin), C(=O)(C)C(=O)C (biacetyl), ON1C(C=2C(C1=O)=CC=CC2)=O (N-hydroxyphthalimide). Solvent: C(C)(=O)O (acetic acid). The product is C(C)(=O)[C@@]12CCCC[C@]2(CCCC1)O (4a-acetyl-8a-hydroxy-cis-decalin). Yield: 30.0%. RXN SMILES: [CH2:1]1[C@@H:10]2[C@@H:5]([CH2:6][CH2:7][CH2:8][CH2:9]2)[CH2:4][CH2:3][CH2:2]1.[C:11](C(C)=O)([CH3:13])=[O:12].[OH:17]N1C(=O)C2=CC=CC=C2C1=O.O=O>C(O)(=O)C>[C:11]([C@@:5]12[CH2:6][CH2:7][CH2:8][CH2:9][C@:10]1([OH:17])[CH2:1][CH2:2][CH2:3][CH2:4]2)(=[O:12])[CH3:13]. Procedure details: A mixture of 0.1 mol of cis-decalin, 0.5 mol of biacetyl, 10 mmol of N-hydroxyphthalimide, 1 mmol of acetylacetonatocobalt(II), and 100 ml of acetic acid was stirred at 75° C. in an oxygen atmosphere at atmospheric pressure for 4 hours. The reaction mixture was concentrated to about 20% by weight and was then extracted with ethyl acetate, and the extract was concentrated and was then washed with hexane to yield 4a-acetyl-8a-hydroxy-cis-decalin (yield: 30%). The conversion rate from cis-decalin w... The reactants are C(C)(C)N(C(C)C)CC (N,N-Diisopropylethylamine), ClC1=NC=C(C=N1)C(=O)OCC (ethyl 2-chloropyrimidine-5-carboxylate), C(=O)(O)[C@@H](O)[C@H](O)C(=O)O.C(C)OC1=C(O[C@H]2CNCCC2)C=CC=C1 ((R)-3-(2-ethoxyphenoxy)piperidine D-tartrate). Solvent: O1CCCC1 (tetrahydrofuran). Reaction conditions: temperature 55 celsius, time 1 hour. Yields the product C(C)OC1=C(O[C@H]2CN(CCC2)C2=NC=C(C=N2)C(=O)O)C=CC=C1 ((R)-2-(3-(2-Ethoxyphenoxy)piperidin-1-yl)pyrimidine-5-carboxylic acid). As a reaction SMILES: C(N(CC)C(C)C)(C)C.Cl[C:11]1[N:16]=[CH:15][C:14]([C:17]([O:19]CC)=[O:18])=[CH:13][N:12]=1.C([C@H]([C@@H](C(O)=O)O)O)(O)=O.[CH2:32]([O:34][C:35]1[CH:47]=[CH:46][CH:45]=[CH:44][C:36]=1[O:37][C@@H:38]1[CH2:43][CH2:42][CH2:41][NH:40][CH2:39]1)[CH3:33]>O1CCCC1>[CH2:32]([O:34][C:35]1[CH:47]=[CH:46][CH:45]=[CH:44][C:36]=1[O:37][C@@H:38]1[CH2:43][CH2:42][CH2:41][N:40]([C:11]2[N:12]=[CH:13][C:14]([C:17]([OH:19])=[O:18])=[CH:15][N:16]=2)[CH2:39]1)[CH3:33] |f:2.3|. Procedure details: N,N-Diisopropylethylamine (2.91 kg, 22.5 mol) was added to a mixture of ethyl 2-chloropyrimidine-5-carboxylate (1.20 kg, 6.43 mol) and (R)-3-(2-ethoxyphenoxy)piperidine D-tartrate (2.63 kg, 7.07 mol) in tetrahydrofuran (12.0 L) at 55° C., at a rate maintaining a temperature of 50-60° C. The mixture was held at that temperature for 1 hour, then was cooled to 30° C. The mixture was then partitioned between water (8.4 L) and 2-methyltetrahydrofuran (16.8 L). The organic layer was washed with aqueou... Reactants: OC=1C=C(C(=O)N)C=CC1 (3-hydroxybenzamide), BrCCCCCBr (1,5-dibromopentane), C([O-])([O-])=O.[K+].[K+] (potassium carbonate). Solvent: C(C)#N (acetonitrile). Yields the product BrCCCCCOC=1C=C(C(=O)N)C=CC1 (3-(5-Bromopentyloxy)benzamide). The yield is 71.2%. RXN SMILES: [OH:1][C:2]1[CH:3]=[C:4]([CH:8]=[CH:9][CH:10]=1)[C:5]([NH2:7])=[O:6].[Br:11][CH2:12][CH2:13][CH2:14][CH2:15][CH2:16]Br.C(=O)([O-])[O-].[K+].[K+]>C(#N)C>[Br:11][CH2:12][CH2:13][CH2:14][CH2:15][CH2:16][O:1][C:2]1[CH:3]=[C:4]([CH:8]=[CH:9][CH:10]=1)[C:5]([NH2:7])=[O:6] |f:2.3.4|. Procedure details: A mixture of 3-hydroxybenzamide (0.5 g, 3.65 mmol), 1,5-dibromopentane (1.82 g, 1.1 ml, 7.3 mmol) and potassium carbonate (500 mg, 3.65 mmol) was refluxed (2 h) in acetonitrile (18 ml) until the reaction was complete by TLC. The solvent was then removed by rotary evaporation to leave a white sticky solid which was chromatographed (10% methanol in dichloromethane on silica) to give a white solid. This was recrystallised from a mixture of petrol and ethyl acetate to give white flaky crystals (0.74...